Dataset: the Open Reaction Database (ORD), a public repository of structured organic reaction records. Task: describe an organic reaction: reactants, conditions, products, and yield Product: C(C(=C)C)(=O)NC(OC(C1=CC=CC=C1)C(C1=CC=CC=C1)=O)=O (benzoylbenzyl N-methacryloylcarbamate). The reactants are C1(=CC=CC=C1)C(=O)C(O)C1=CC=CC=C1 (benzoin), C(Cl)(Cl)Cl (chloroform), resultant solution, C(C(=C)C)(=O)N=C=O (methacryloyl isocyanate). Isolated yield 102.1%. Procedure details: Into a three-necked flask purged with nitrogen gas, benzoin (2.12 g; 10 mmol) was charged, and chloroform (30 ml) was added thereto. To the resultant solution, a solution of methacryloyl isocyanate (1.11 g; 10 mmol) in 1,2-dichloroethane (7 g) was dropwise added in 5 minutes under nitrogen stream while stirring. Chloroform and 1,2-dichloroethane were removed by evaporation under reduced pressure to give benzoylbenzyl N-methacryloylcarbamate (3.3 g), which was recrystallized from a mixture of ben... Reaction SMILES: [C:1]1([C:7]([CH:9]([C:11]2[CH:16]=[CH:15][CH:14]=[CH:13][CH:12]=2)[OH:10])=[O:8])[CH:6]=[CH:5][CH:4]=[CH:3][CH:2]=1.C(Cl)(Cl)Cl.[C:21]([N:26]=[C:27]=[O:28])(=[O:25])[C:22]([CH3:24])=[CH2:23]>ClCCCl>[C:21]([NH:26][C:27](=[O:28])[O:8][CH:7]([C:9](=[O:10])[C:11]1[CH:16]=[CH:15][CH:14]=[CH:13][CH:12]=1)[C:1]1[CH:2]=[CH:3][CH:4]=[CH:5][CH:6]=1)(=[O:25])[C:22]([CH3:24])=[CH2:23]. Run in ClCCCl (1,2-dichloroethane). Starting materials: Cl.Cl.C(C)C(CC)N1CCNCC1 (1-(1-Ethyl-propyl)-piperazine dihydrochloride), C(=O)C1=CC=C(C(=O)O)C=C1 (4-formylbenzoic acid). Yields the product C(C)C(CC)N1CCN(CC1)C(=O)C1=CC=C(C=O)C=C1 (4-{4-(1-Ethyl-propyl)-piperazine-1-carbonyl}-benzaldehyde). As a reaction SMILES: Cl.Cl.[CH2:3]([CH:5]([N:8]1[CH2:13][CH2:12][NH:11][CH2:10][CH2:9]1)[CH2:6][CH3:7])[CH3:4].[CH:14]([C:16]1[CH:24]=[CH:23][C:19]([C:20](O)=[O:21])=[CH:18][CH:17]=1)=[O:15]>>[CH2:3]([CH:5]([N:8]1[CH2:13][CH2:12][N:11]([C:14]([C:16]2[CH:24]=[CH:23][C:19]([CH:20]=[O:21])=[CH:18][CH:17]=2)=[O:15])[CH2:10][CH2:9]1)[CH2:6][CH3:7])[CH3:4] |f:0.1.2|. Procedure details: Prepared from the product of Example 7 and 4-formylbenzoic acid. Procedure: To a solution of 1-bromo-3-(1-hydroxyhept-1-yl)benzene (1.00 g, 3.70 mmol, from Step A), 4-formylphenylboronic acid (0.83 g, 5.55 mmol) and potassium fluoride (0.65 g, 11.10 mmol) in tetrahydrofuran (10 mL) was added palladium(II) acetate (0.016 g, 0.071 mmol) and 2-(dicyclohexylphosphino)biphenyl (0.052 g, 0.148 mmol). After stirring for 24 h at rt, the reaction was diluted with ethyl acetate (50 mL), washed with water (50 mL), sat'd sodium chloride (50 mL), dried over magnesium sulfate and con... The reagents and catalysts are C(C)(=O)[O-].[Pd+2].C(C)(=O)[O-] (palladium(II) acetate), C1(CCCCC1)P(C1=C(C=CC=C1)C1=CC=CC=C1)C1CCCCC1 (2-(dicyclohexylphosphino)biphenyl). Yield: 73.9%. The solvent is C(C)(=O)OCC (ethyl acetate), O1CCCC1 (tetrahydrofuran). Reactants: BrC1=CC(=CC=C1)C(CCCCCC)O (1-Bromo-3-(1-hydroxyhept-1-yl)benzene), C(=O)C1=CC=C(C=C1)B(O)O (4-formylphenylboronic acid), [F-].[K+] (potassium fluoride). Conditions: time 24 hour. Product: OC(CCCCCC)C=1C=C(C=CC1)C1=CC=C(C=C1)C=O (3′-(1-Hydroxyhept-1-yl)-4-biphenylcarboxaldehyde). RXN SMILES: Br[C:2]1[CH:7]=[CH:6][CH:5]=[C:4]([CH:8]([OH:15])[CH2:9][CH2:10][CH2:11][CH2:12][CH2:13][CH3:14])[CH:3]=1.[CH:16]([C:18]1[CH:23]=[CH:22][C:21](B(O)O)=[CH:20][CH:19]=1)=[O:17].[F-].[K+]>O1CCCC1.C(OCC)(=O)C.C([O-])(=O)C.[Pd+2].C([O-])(=O)C.C1(P(C2CCCCC2)C2C=CC=CC=2C2C=CC=CC=2)CCCCC1>[OH:15][CH:8]([C:4]1[CH:3]=[C:2]([C:21]2[CH:22]=[CH:23][C:18]([CH:16]=[O:17])=[CH:19][CH:20]=2)[CH:7]=[CH:6][CH:5]=1)[CH2:9][CH2:10][CH2:11][CH2:12][CH2:13][CH3:14] |f:2.3,6.7.8|. The reactants are C(C)(=O)O[BH-](OC(C)=O)OC(C)=O.[Na+] (Sodium triacetoxyborohydride), sulfonic acid, C1CNCCC2=C1C=CC=C2O (2,3,4,5-tetrahydro-1H-benzo[d]azepin-6-ol), CC(C=O)(C)C (trimethylacetaldehyde), C(OC)(OC)OC (trimethyl orthoformate). The solvent is CN1C(CCC1)=O (1-methyl-2-pyrolidinone), C(C)(=O)O (acetic acid). Run at time 2.5 hour. Product: C(C(C)(C)C)N1CCC2=C(CC1)C(=CC=C2)O (3-neopentyl-2,3,4,5-tetrahydro-1H-benzo[d]azepin-6-ol). As a reaction SMILES: [CH2:1]1[C:7]2[CH:8]=[CH:9][CH:10]=[C:11]([OH:12])[C:6]=2[CH2:5][CH2:4][NH:3][CH2:2]1.[CH3:13][C:14]([CH3:18])([CH3:17])[CH:15]=O.C(OC)(OC)OC.C(O[BH-](OC(=O)C)OC(=O)C)(=O)C.[Na+]>CN1CCCC1=O.C(O)(=O)C>[CH2:13]([N:3]1[CH2:4][CH2:5][C:6]2[C:11]([OH:12])=[CH:10][CH:9]=[CH:8][C:7]=2[CH2:1][CH2:2]1)[C:14]([CH3:18])([CH3:17])[CH3:15] |f:3.4|. Procedure: A mixture of 2,3,4,5-tetrahydro-1H-benzo[d]azepin-6-ol (see Demarinis et al. J. Med. Chem. 1984, 27, 918-921) (60 mg, 0.37 mmol), trimethylacetaldehyde (400 μL, 3.7 mmol), trimethyl orthoformate (390 μL, 3.7 mmol) and glacial acetic acid (40 μL) in 1-methyl-2-pyrolidinone (2.5 mL) was stirred at rt for 2.5 h. Sodium triacetoxyborohydride (388 mg, 1.8 mmol) was then added and the mixture was stirred at room temperature for 16 h. The mixture was then loaded on top of a silica gel-SCX (sulfonic aci... Reactants: C(C1=CC=CC=C1)OC(=O)N1[C@@H](CN(CC1)C(NC1=CC=CC2=CC=CC=C12)=O)[C@H](C)NC1=NC=CC(=N1)N1C=NC2=C1C=CC=C2 ((S,S)-2-[1-(1-(benzyloxycarbonyl)-4-(N-naphth-1-yl-carbamoyl)piperazin-2-yl)ethylamino]-4-[benzi midazol-1-yl]pyrimidine), Br.CC(=O)O (HBr AcOH). Solvent: C(Cl)Cl (CH2Cl2), O (water). Reaction conditions: temperature 0 celsius, time 10 minute. Product: C1(=CC=CC2=CC=CC=C12)NC(=O)N1C[C@H](NCC1)[C@H](C)NC1=NC=CC(=N1)N1C=NC2=C1C=CC=C2 ((S,S)-2-[1-(4-(N-Naphth-1-yl-carbamoyl)piperazine-2-yl)ethylamino]-4-[benzimidazol 1-yl ]pyrimidine). The yield is 50.9%. RXN SMILES: C(OC([N:11]1[CH2:16][CH2:15][N:14]([C:17](=[O:29])[NH:18][C:19]2[C:28]3[C:23](=[CH:24][CH:25]=[CH:26][CH:27]=3)[CH:22]=[CH:21][CH:20]=2)[CH2:13][C@H:12]1[C@@H:30]([NH:32][C:33]1[N:38]=[C:37]([N:39]2[C:43]3[CH:44]=[CH:45][CH:46]=[CH:47][C:42]=3[N:41]=[CH:40]2)[CH:36]=[CH:35][N:34]=1)[CH3:31])=O)C1C=CC=CC=1.Br.CC(O)=O>C(Cl)Cl.O>[C:19]1([NH:18][C:17]([N:14]2[CH2:15][CH2:16][NH:11][C@H:12]([C@@H:30]([NH:32][C:33]3[N:38]=[C:37]([N:39]4[C:43]5[CH:44]=[CH:45][CH:46]=[CH:47][C:42]=5[N:41]=[CH:40]4)[CH:36]=[CH:35][N:34]=3)[CH3:31])[CH2:13]2)=[O:29])[C:28]2[C:23](=[CH:24][CH:25]=[CH:26][CH:27]=2)[CH:22]=[CH:21][CH:20]=1 |f:1.2|. Reported procedure: To a solution of (S,S)-2-[1-(1-(benzyloxycarbonyl)-4-(N-naphth-1-yl-carbamoyl)piperazin-2-yl)ethylamino]-4-[benzi midazol-1-yl]pyrimidine (24 mg) dissolved in 2 mL of CH2Cl2 and cooled to 0° C. was added 1 mL of 30% HBr/AcOH. The reaction mixture was stirred for 10 minutes at 0° C., then stirred for an additional 2 hours while warming to room temperature. The mixture was diluted with 5 mL of water and extracted with 2×5 mL of CH2Cl2. The aqueous layer was basified to pH 11 using 5N NaOH and extr... The reactants are C(C)(C)(C)OC(=O)N1CCC2=C(N(N=C2CC1)C1=CC=CC=C1)OS(=O)(=O)C(F)(F)F (2-phenyl-3-trifluoromethanesulfonyloxy-4,5,7,8-tetrahydro-2H-1,2,6-triaza-azulene-6-carboxylic acid tert-butyl ester), B(C=1C=CC(=CC1)C)(O)O (p-tolylboronic acid). The solvent is COCCOC (DME). Yields the product C1(=CC=CC=C1)N1N=C2CCNCCC2=C1C1=CC=C(C=C1)C (2-Phenyl-3-p-tolyl-2,4,5,6,7,8-hexahydro-1,2,6-triaza-azulene). Yield: 14.1%. Reaction SMILES: C(OC([N:8]1[CH2:17][CH2:16][C:15]2[C:11](=[C:12](OS(C(F)(F)F)(=O)=O)[N:13]([C:18]3[CH:23]=[CH:22][CH:21]=[CH:20][CH:19]=3)[N:14]=2)[CH2:10][CH2:9]1)=O)(C)(C)C.B(O)(O)[C:33]1[CH:34]=[CH:35][C:36]([CH3:39])=[CH:37][CH:38]=1>COCCOC>[C:18]1([N:13]2[C:12]([C:33]3[CH:38]=[CH:37][C:36]([CH3:39])=[CH:35][CH:34]=3)=[C:11]3[C:15]([CH2:16][CH2:17][NH:8][CH2:9][CH2:10]3)=[N:14]2)[CH:19]=[CH:20][CH:21]=[CH:22][CH:23]=1. Procedure details: The title compound (17.5 mg) was prepared from 188.9 mg of 2-phenyl-3-trifluoromethanesulfonyloxy-4,5,7,8-tetrahydro-2H-1,2,6-triaza-azulene-6-carboxylic acid tert-butyl ester (Example 176, Step B) and 93.3 mg of p-tolylboronic acid as in Example 199, using DME as the solvent. MS (ESI): exact mass calculated for C20H21N3, 303.17. found, m/z 304.2 [M+H]+. 1H NMR (500 MHz, CDCl3): 7.26-7.23 (m, 2H), 7.21-7.16 (m, 3H), 7.15-7.12 (m, 2H), 7.04-7.01 (m, 2H), 3.11-3.07 (m, 2H), 3.04-3.00 (m, 2H), 2.98...